Task: describe an organic reaction: reactants, conditions, products, and yield. Dataset: the Open Reaction Database (ORD), a public repository of structured organic reaction records The reactants are CCN(CC)S(F)(F)F, O=C1N(c2ccc(C3(O)COC3)cc2)CCC12CCN(S(=O)(=O)c1ccccc1Cl)CC2, ClCCl. The product is O=C1N(c2ccc(C3(F)COC3)cc2)CCC12CCN(S(=O)(=O)c1ccccc1Cl)CC2. As a reaction SMILES: [CH2:33]([N:34]([S:35]([F:36])([F:37])[F:39])[CH2:38][CH3:40])[CH3:41].[Cl:1][c:2]1[c:3]([S:8](=[O:9])(=[O:10])[N:11]2[CH2:12][CH2:13][C:14]3([CH2:15][CH2:16][N:17]([c:20]4[cH:21][cH:22][c:23]([C:26]5([OH:30])[CH2:27][O:28][CH2:29]5)[cH:24][cH:25]4)[C:18]3=[O:19])[CH2:31][CH2:32]2)[cH:4][cH:5][cH:6][cH:7]1.[Cl:42][CH2:43][Cl:44]>>[Cl:1][c:2]1[c:3]([S:8](=[O:9])(=[O:10])[N:11]2[CH2:12][CH2:13][C:14]3([CH2:15][CH2:16][N:17]([c:20]4[cH:21][cH:22][c:23]([C:26]5([F:39])[CH2:27][O:28][CH2:29]5)[cH:24][cH:25]4)[C:18]3=[O:19])[CH2:31][CH2:32]2)[cH:4][cH:5][cH:6][cH:7]1. Reactants: CCN(CC)S(F)(F)F, ClCCl, CCOC(=O)C(C)(C)O. Yields the product CCOC(=O)C(C)(C)F. RXN SMILES: [CH2:10]([N:11]([S:12]([F:13])([F:14])[F:16])[CH2:15][CH3:17])[CH3:18].[CH2:19]([Cl:20])[Cl:21].[OH:1][C:2]([C:3](=[O:4])[O:5][CH2:6][CH3:7])([CH3:8])[CH3:9]>>[C:2]([C:3](=[O:4])[O:5][CH2:6][CH3:7])([CH3:8])([CH3:9])[F:16].